From a dataset of the Open Reaction Database (ORD), a public repository of structured organic reaction records. describe an organic reaction: reactants, conditions, products, and yield Reactants: C(C)NCC (Diethylamine), FC(C1=CC=C(CN2C=CC3=CC=CC(=C23)C(=O)NC2(CC2)C2=CC=C(C(=O)O)C=C2)C=C1)(F)F (4-{1-[({1-[4-(trifluoromethyl)benzyl]-1H-indol-7-yl}carbonyl)amino]cyclopropyl}benzoic acid), COC(C)(C)C (methyl tert-butylether). Run in C(C)O (ethanol). Reaction conditions: time 30 minute. The product is FC(C1=CC=C(CN2C=CC3=CC=CC(=C23)C(=O)NC2(CC2)C2=CC=C(C(=O)[O-])C=C2)C=C1)(F)F.C(C)[NH2+]CC (N-ethylethanaminium 4-{1-[({1-[4-(trifluoromethyl)benzyl]-1H-indol-7-yl}carbonyl)amino]cyclopropyl}benzoate). As a reaction SMILES: [F:1][C:2]([F:35])([F:34])[C:3]1[CH:33]=[CH:32][C:6]([CH2:7][N:8]2[C:16]3[C:11](=[CH:12][CH:13]=[CH:14][C:15]=3[C:17]([NH:19][C:20]3([C:23]4[CH:31]=[CH:30][C:26]([C:27]([OH:29])=[O:28])=[CH:25][CH:24]=4)[CH2:22][CH2:21]3)=[O:18])[CH:10]=[CH:9]2)=[CH:5][CH:4]=1.[CH2:36]([NH:38][CH2:39][CH3:40])[CH3:37].COC(C)(C)C>C(O)C>[F:35][C:2]([F:1])([F:34])[C:3]1[CH:33]=[CH:32][C:6]([CH2:7][N:8]2[C:16]3[C:11](=[CH:12][CH:13]=[CH:14][C:15]=3[C:17]([NH:19][C:20]3([C:23]4[CH:24]=[CH:25][C:26]([C:27]([O-:29])=[O:28])=[CH:30][CH:31]=4)[CH2:21][CH2:22]3)=[O:18])[CH:10]=[CH:9]2)=[CH:5][CH:4]=1.[CH2:36]([NH2+:38][CH2:39][CH3:40])[CH3:37] |f:4.5|. Reported procedure: 4-{1-[({1-[4-(trifluoromethyl)benzyl]-1H-indol-7-yl}carbonyl)amino]cyclopropyl}benzoic acid (13 g, 27.2 mmol) was dissolved in 146 ml ethanol. Diethylamine (3.4 ml, 33 mmol) was added and the mixture was stirred 30 min (formation of precipitate observed). 260 ml of methyl tert-butylether was added and the mixture aged one hour. The solid was collected by filtration, washed with methyl tert-butylether and dried under vacuum at 85° C. for 24 h. 1H NMR 6 Acetone-d6: 8.30 (1H, s), 7.90 (2H, d), 7.80... Product: Nc1nc(-c2ccc(OC(F)F)cc2)c[nH]1. Reactants: CO, CC(=O)Nc1nc(-c2ccc(OC(F)F)cc2)c[nH]1, O, O=S(=O)(O)O. As a reaction SMILES: [CH3:26][OH:27].[F:1][CH:2]([O:3][c:4]1[cH:5][cH:6][c:7](-[c:10]2[n:11][c:12]([NH:15][C:16](=[O:17])[CH3:18])[nH:13][cH:14]2)[cH:8][cH:9]1)[F:19].[OH2:25].[S:20](=[O:21])(=[O:22])([OH:23])[OH:24]>>[F:1][CH:2]([O:3][c:4]1[cH:5][cH:6][c:7](-[c:10]2[n:11][c:12]([NH2:15])[nH:13][cH:14]2)[cH:8][cH:9]1)[F:19]. Starting materials: Cl (hydrochloric acid), ice, BrC1=CC=C(C=C1)C1C(NCCC1)=O (3-(4-bromo-phenyl)-piperidin-2-one), B.O1CCCC1 (borane tetrahydrofuran). Solvent: O1CCCC1 (tetrahydrofuran). Conditions: time 8 hour. Product: BrC1=CC=C(C=C1)C1CNCCC1 (3-(4-bromo-phenyl)-piperidine). Yield: 50.3%. As a reaction SMILES: [Br:1][C:2]1[CH:7]=[CH:6][C:5]([CH:8]2[CH2:13][CH2:12][CH2:11][NH:10][C:9]2=O)=[CH:4][CH:3]=1.B.O1CCCC1.Cl>O1CCCC1>[Br:1][C:2]1[CH:3]=[CH:4][C:5]([CH:8]2[CH2:13][CH2:12][CH2:11][NH:10][CH2:9]2)=[CH:6][CH:7]=1 |f:1.2|. Reported procedure: To an ice-cooled solution of 3-(4-bromo-phenyl)-piperidin-2-one (37.97 g, 149 mmol) in tetrahydrofuran (250 ml) was added borane-tetrahydrofuran complex (335 ml, 1.0 M solution in THF, 335 mmol). The solution was stirred overnight at room temperature, and then refluxed 1.5 hr after addition of 10% aqueous hydrochloric acid. Solvents was removed in vacuo, and the residue was partitioned between dichloromethane and 1N sodium hydroxide. The aqueous layer was extracted with dichlorometane. The combi... Yield: 112.9%. Reactants: C(C)[SiH](CC)CC (triethylsilane), FC(C(=O)Cl)(C(C(C(C(C(C(F)(F)F)(F)F)(F)F)(F)F)(F)F)(F)F)F (perfluorooctanoyl chloride), C(C)[SiH](CC)CC (triethylsilane). Product: C(F)(F)(C(F)(F)C(F)(F)C(F)(F)C(F)(F)C(F)(F)C(F)(F)F)C=O (C7F15CHO). Reagents/catalysts: [Pd] (Pd/C), C(C)[SiH](CC)CC (triethylsilane). Procedure: A sample of triethylsilane (4.24 g, 36.5 retool) was cooled to 0° C. and treated with 10% Pd/C(0.35 g). After the exotherm subsided, perfluorooctanoyl chloride (15.8 g, 36.5 mmol) was added dropwise, controlling the temperature below ca. 6°-8° C. The mixture was stirred for 1.0 hr at 0° C. Another 0.59 g triethylsilane was added, and the mixture was stirred for 1.5 hr. An additional 0.13 g of triethylsilane was added. After 1.0 hr, vacuum transfer gave 16.4 g of liquid which was cooled at -25° C... As a reaction SMILES: C([SiH](CC)CC)C.[F:8][C:9]([F:32])([C:13]([F:31])([F:30])[C:14]([F:29])([F:28])[C:15]([F:27])([F:26])[C:16]([F:25])([F:24])[C:17]([F:23])([F:22])[C:18]([F:21])([F:20])[F:19])[C:10](Cl)=[O:11]>[Pd].C([SiH](CC)CC)C>[C:9]([CH:10]=[O:11])([C:13]([C:14]([C:15]([C:16]([C:17]([C:18]([F:19])([F:20])[F:21])([F:22])[F:23])([F:25])[F:24])([F:27])[F:26])([F:29])[F:28])([F:31])[F:30])([F:32])[F:8]. Conditions: temperature 0 celsius, time 1 hour. Starting materials: Cl.COC=1C=C(CNCC(C2=CC(=CC=C2)[N+](=O)[O-])O)C=CC1 (rac.-α-{[(3-methoxybenzyl)amino]methyl}-3-nitrobenzyl alcohol hydrochloride), C([O-])([O-])=O.[Na+].[Na+] (sodium carbonate), polyphosphoric acid, ice. The solvent is C(C)(=O)OCC (ethyl acetate). Product: Cl.COC1=C2C(CNCC2=CC=C1)C1=CC(=CC=C1)[N+](=O)[O-] (rac.-1,2,3,4-tetrahydro-5-methoxy-4-(3-nitrophenyl)isoquinoline hydrochloride). As a reaction SMILES: [ClH:1].[CH3:2][O:3][C:4]1[CH:5]=[C:6]([CH:21]=[CH:22][CH:23]=1)[CH2:7][NH:8][CH2:9][CH:10](O)[C:11]1[CH:16]=[CH:15][CH:14]=[C:13]([N+:17]([O-:19])=[O:18])[CH:12]=1.C(=O)([O-])[O-].[Na+].[Na+]>C(OCC)(=O)C>[ClH:1].[CH3:2][O:3][C:4]1[CH:23]=[CH:22][CH:21]=[C:6]2[C:5]=1[CH:10]([C:11]1[CH:16]=[CH:15][CH:14]=[C:13]([N+:17]([O-:19])=[O:18])[CH:12]=1)[CH2:9][NH:8][CH2:7]2 |f:0.1,2.3.4,6.7|. Reported procedure: 55 G. of rac.-α-{[(3-methoxybenzyl)amino]methyl}-3-nitrobenzyl alcohol hydrochloride and 165 g. of polyphosphoric acid (84.1% P2O5) are heated to 100° for 45 minutes. After the addition of a little ice and ethyl acetate the mixture is made alkaline with sodium carbonate and extracted. The ethyl acetate extract (46 g.) is chromatographed on 3.7 kg. of silica gel. With ether-acetone-diethylamine 19:1:1 there are eluted two uniform main fractions of 7.0 g. and 22.2 g. After acidification with ethan...